Dataset: the Open Reaction Database (ORD), a public repository of structured organic reaction records. Task: describe an organic reaction: reactants, conditions, products, and yield Starting materials: CC(C)(C)OC(=O)N1C(NCc2cc(F)cc(F)c2)=NC(c2ccccc2)C1c1ccccc1, CCOC(C)=O, Cl. Yields the product Cl, Fc1cc(F)cc(CNC2=NC(c3ccccc3)C(c3ccccc3)N2)c1. Reaction SMILES: [C:2]([O:3][C:4](=[O:5])[N:9]1[C:10]([NH:26][CH2:27][c:28]2[cH:29][c:30]([F:35])[cH:31][c:32]([F:34])[cH:33]2)=[N:11][CH:12]([c:20]2[cH:21][cH:22][cH:23][cH:24][cH:25]2)[CH:13]1[c:14]1[cH:15][cH:16][cH:17][cH:18][cH:19]1)([CH3:6])([CH3:7])[CH3:8].[CH3:36][CH2:37][O:38][C:39]([CH3:40])=[O:41].[ClH:1]>>[ClH:1].[N:9]1=[C:10]([NH:26][CH2:27][c:28]2[cH:29][c:30]([F:35])[cH:31][c:32]([F:34])[cH:33]2)[NH:11][CH:12]([c:20]2[cH:21][cH:22][cH:23][cH:24][cH:25]2)[CH:13]1[c:14]1[cH:15][cH:16][cH:17][cH:18][cH:19]1. The reactants are C(C1=CC=CC=C1)(C1=CC=CC=C1)(C1=CC=CC=C1)Cl (tritylchloride), C(CCCCCCCCCCCCC)C1=CC=C(OCC(CO)O)C=C1 (3-(4-tetradecylphenoxy)-1,2-propanediol), CCOCC (ether). Solvent: N1=CC=CC=C1 (pyridine). Reaction conditions: time 72 hour. Product: C(CCCCCCCCCCCCC)C1=CC=C(OCC(COC(C2=CC=CC=C2)(C2=CC=CC=C2)C2=CC=CC=C2)O)C=C1 (1-(4-Tetradecylphenoxy)-3-(triphenylmethoxy)-2-propanol). Reaction SMILES: [CH2:1]([C:15]1[CH:26]=[CH:25][C:18]([O:19][CH2:20][CH:21]([OH:24])[CH2:22][OH:23])=[CH:17][CH:16]=1)[CH2:2][CH2:3][CH2:4][CH2:5][CH2:6][CH2:7][CH2:8][CH2:9][CH2:10][CH2:11][CH2:12][CH2:13][CH3:14].[C:27](Cl)([C:40]1[CH:45]=[CH:44][CH:43]=[CH:42][CH:41]=1)([C:34]1[CH:39]=[CH:38][CH:37]=[CH:36][CH:35]=1)[C:28]1[CH:33]=[CH:32][CH:31]=[CH:30][CH:29]=1.CCOCC>N1C=CC=CC=1>[CH2:1]([C:15]1[CH:26]=[CH:25][C:18]([O:19][CH2:20][CH:21]([OH:24])[CH2:22][O:23][C:27]([C:28]2[CH:33]=[CH:32][CH:31]=[CH:30][CH:29]=2)([C:40]2[CH:41]=[CH:42][CH:43]=[CH:44][CH:45]=2)[C:34]2[CH:35]=[CH:36][CH:37]=[CH:38][CH:39]=2)=[CH:17][CH:16]=1)[CH2:2][CH2:3][CH2:4][CH2:5][CH2:6][CH2:7][CH2:8][CH2:9][CH2:10][CH2:11][CH2:12][CH2:13][CH3:14]. Procedure: An about 364 mg portion of 3-(4-tetradecylphenoxy)-1,2-propanediol was dissolved in about 1.5 ml of dry pyridine and about 501 mg of tritylchloride was added. The mixture was stirred under argon for about 72 hours, ether was added and the mixture was washed with ice-cold dilute (about 1N) hydrochloric acid, sodium bicarbonate solution, brine, then dried and the solvent evaporated. The residue was recrystallized from ethanol, giving about 700 mg of the desired title compound. Reactants: C(#N)[Cu] (CuCN), BrC=1C=C(C(=O)O)C=C(C1)C(F)(F)F (3-bromo-5-(trifluoromethyl)benzoic acid), CO.ClCCl (MeOH dichloromethane). The solvent is CN(C)C=O (DMF). Run at temperature 150 celsius, time 15.5 hour. The product is C(#N)C=1C=C(C(=O)O)C=C(C1)C(F)(F)F (3-cyano-5-(trifluoromethyl)benzoic acid). As a reaction SMILES: Br[C:2]1[CH:3]=[C:4]([CH:8]=[C:9]([C:11]([F:14])([F:13])[F:12])[CH:10]=1)[C:5]([OH:7])=[O:6].[C:15]([Cu])#[N:16].CO.ClCCl>CN(C=O)C>[C:15]([C:2]1[CH:3]=[C:4]([CH:8]=[C:9]([C:11]([F:14])([F:13])[F:12])[CH:10]=1)[C:5]([OH:7])=[O:6])#[N:16] |f:2.3|. Procedure details: In a 3-neck 100 mL round-bottomed flask, 3-bromo-5-(trifluoromethyl)benzoic acid (10.0, 1.0 eq.) was dissolved in DMF (100 mL, 10 Vol). CuCN was added at RT and the reaction was stirred at 150° C. for 15-16 hr. Reaction completion was monitored on TLC using MeOH:dichloromethane (1:9) mobile phase. Reaction mixture was quenched into the ice-water slurry (1000 mL) and filtered over celite. Compound was extracted in the ethyl acetate (250 mL×3). Organic layer was washed with water (150 mL) followed... Starting materials: CCC(O)(C=Cc1ccc(C(CC)(CC)c2ccc(-c3cc(CC(=O)OC)ccc3OC)c(C)c2)cc1C)CC, CO, [Cl-], [NH4+], [Na+], C1CCOC1, [OH-]. The product is CCC(O)(C=Cc1ccc(C(CC)(CC)c2ccc(-c3cc(CC(=O)O)ccc3OC)c(C)c2)cc1C)CC. As a reaction SMILES: [CH3:3][O:4][C:5]([CH2:6][c:7]1[cH:8][c:9](-[c:15]2[c:16]([CH3:41])[cH:17][c:18]([C:21]([CH2:22][CH3:23])([c:24]3[cH:25][c:26]([CH3:38])[c:27]([CH:30]=[CH:31][C:32]([CH2:33][CH3:34])([OH:35])[CH2:36][CH3:37])[cH:28][cH:29]3)[CH2:39][CH3:40])[cH:19][cH:20]2)[c:10]([O:13][CH3:14])[cH:11][cH:12]1)=[O:42].[CH3:50][OH:51].[Cl-:43].[NH4+:44].[Na+:2].[O:45]1[CH2:46][CH2:47][CH2:48][CH2:49]1.[OH-:1]>>[O:4]=[C:5]([CH2:6][c:7]1[cH:8][c:9](-[c:15]2[c:16]([CH3:41])[cH:17][c:18]([C:21]([CH2:22][CH3:23])([c:24]3[cH:25][c:26]([CH3:38])[c:27]([CH:30]=[CH:31][C:32]([CH2:33][CH3:34])([OH:35])[CH2:36][CH3:37])[cH:28][cH:29]3)[CH2:39][CH3:40])[cH:19][cH:20]2)[c:10]([O:13][CH3:14])[cH:11][cH:12]1)[OH:42]. The reactants are O=S(=O)(Cl)c1cc(F)ccc1F, CNc1cc(-c2cn(Cc3ccc(OC)cc3)nc2-c2cccc(N)c2)ccn1, c1ccncc1. Product: CNc1cc(-c2cn(Cc3ccc(OC)cc3)nc2-c2cccc(NS(=O)(=O)c3cc(F)ccc3F)c2)ccn1. Reaction SMILES: [F:30][c:31]1[c:32]([S:38](=[O:39])(=[O:40])[Cl:41])[cH:33][c:34]([F:37])[cH:35][cH:36]1.[NH2:1][c:2]1[cH:3][c:4](-[c:8]2[n:9][n:10]([CH2:21][c:22]3[cH:23][cH:24][c:25]([O:28][CH3:29])[cH:26][cH:27]3)[cH:11][c:12]2-[c:13]2[cH:14][c:15]([NH:19][CH3:20])[n:16][cH:17][cH:18]2)[cH:5][cH:6][cH:7]1.[cH:42]1[cH:43][cH:44][n:45][cH:46][cH:47]1>>[NH:1]([c:2]1[cH:3][c:4](-[c:8]2[n:9][n:10]([CH2:21][c:22]3[cH:23][cH:24][c:25]([O:28][CH3:29])[cH:26][cH:27]3)[cH:11][c:12]2-[c:13]2[cH:14][c:15]([NH:19][CH3:20])[n:16][cH:17][cH:18]2)[cH:5][cH:6][cH:7]1)[S:38]([c:32]1[c:31]([F:30])[cH:36][cH:35][c:34]([F:37])[cH:33]1)(=[O:39])=[O:40]. Reactants: COC(=O)[C@@H]1[C@H]2CC[C@H](N2)C[C@@H]1OC(=O)C3=CC=CC=C3 (Norcocaine), BrCCCCC1=C2C(C(=O)NC2=O)=CC=C1 (bromo butylphthalimide), C([O-])([O-])=O.[Na+].[Na+] (sodium carbonate). Solvent: C1=CC=CC=C1 (benzene). The product is C(CCC)C1=C2C(C(=O)NC2=O)=CC=C1 (butyl phthalimide). Isolated yield 119.7%. As a reaction SMILES: COC([C@H]1[C@@H](OC(C2C=CC=CC=2)=O)C[C@H]2N[C@@H]1CC2)=O.Br[CH2:23][CH2:24][CH2:25][CH2:26][C:27]1[CH:37]=[CH:36][CH:35]=[C:29]2[C:30]([NH:32][C:33](=[O:34])[C:28]=12)=[O:31].C(=O)([O-])[O-].[Na+].[Na+]>C1C=CC=CC=1>[CH2:26]([C:27]1[CH:37]=[CH:36][CH:35]=[C:29]2[C:30]([NH:32][C:33](=[O:34])[C:28]=12)=[O:31])[CH2:25][CH2:24][CH3:23] |f:2.3.4|. Procedure details: Norcocaine (268 mg, 0.93 mmol), bromo butylphthalimide (314 mg, 1.11 mmol, 1.2 eq.) and anhydrous sodium carbonate (147 mg, 1.39 mmol, 1.5. eq.) were dissolved in benzene(10 ml) and the mixture was refluxed under nitrogen atmosphere for 72 hours. After cooling to room temperature, the solution was filtered. The filtrate was extracted with 1N hydrochloric acid three times, and the aqueous layer was extracted with chloroform three times. The extract was dried over anhydrous sodium sulfate, and chl... Reactants: CC#N, CSc1ccc([N+](=O)[O-])cn1, [O-][I+3]([O-])([O-])[O-], [Na+], O, Cl[Ru](Cl)Cl. The product is CS(=O)(=O)c1ccc([N+](=O)[O-])cn1. As a reaction SMILES: [CH3:19][C:20]#[N:21].[CH3:1][S:2][c:3]1[n:4][cH:5][c:6]([N+:9](=[O:10])[O-:11])[cH:7][cH:8]1.[I+3:12]([O-:13])([O-:14])([O-:15])[O-:16].[Na+:17].[OH2:18].[Ru:22]([Cl:23])([Cl:24])[Cl:25]>>[CH3:1][S:2]([c:3]1[n:4][cH:5][c:6]([N+:9](=[O:10])[O-:11])[cH:7][cH:8]1)(=[O:13])=[O:18].